Task: describe an organic reaction: reactants, conditions, products, and yield. Dataset: the Open Reaction Database (ORD), a public repository of structured organic reaction records Yield: 87.4%. The reagents and catalysts are [O-2].[O-2].[O-2].[Cr+6] (chromium trioxide). Reported procedure: 19.7 g (0.25 mol) of pyridine were dissolved in 335 ml of methylene chloride. 15.2 (152 mmol) of chromium trioxide were added in portions under an atmosphere of nitrogen at temperatures below 35° C., and the mixture was stirred for 30 minutes. 4.0 g (0.02 mol) of 2-(1-hydroxyethyl)-7,8-dihydro-6H-pyrazolo[4,5,1-ij]quinoline (obtained by reaction of 2-formyl-7,8-dihydro-6H-pyrazolo[4,5,1-ij]quinoline with 2.5 equivalent of methylmagnesium bromide), dissolved in 40 ml of methylene chloride were th... Reaction conditions: time 30 minute. The solvent is C(Cl)Cl (methylene chloride), C(Cl)Cl (methylene chloride). Reaction SMILES: N1C=CC=CC=1.[OH:7][CH:8]([C:10]1[C:20]2=[C:21]3[C:16](=[CH:17][CH:18]=[CH:19]2)[CH2:15][CH2:14][CH2:13][N:12]3[N:11]=1)[CH3:9]>C(Cl)Cl.[O-2].[O-2].[O-2].[Cr+6]>[C:8]([C:10]1[C:20]2=[C:21]3[C:16](=[CH:17][CH:18]=[CH:19]2)[CH2:15][CH2:14][CH2:13][N:12]3[N:11]=1)(=[O:7])[CH3:9] |f:3.4.5.6|. Starting materials: 15.2, OC(C)C1=NN2CCCC3=CC=CC1=C23 (2-(1-hydroxyethyl)-7,8-dihydro-6H-pyrazolo[4,5,1-ij]quinoline), N1=CC=CC=C1 (pyridine). Yields the product C(C)(=O)C1=NN2CCCC3=CC=CC1=C23 (2-acetyl-7,8-dihydro-6H-pyrazolo[4,5,1-ij]quinoline). Reactants: O=C([O-])O, CC(C)O, CC(C)(C)OC(=O)NCCn1ccc2ncnc(Cl)c21, Nc1ccc(Oc2cccc(Cl)c2)c(Cl)c1, [Na+]. The product is CC(C)(C)OC(=O)NCCn1ccc2ncnc(Nc3ccc(Oc4cccc(Cl)c4)c(Cl)c3)c21. RXN SMILES: [C:37](=[O:38])([O-:39])[OH:40].[CH:42]([OH:43])([CH3:44])[CH3:45].[Cl:1][c:2]1[c:3]2[c:4]([n:5][cH:6][n:7]1)[cH:8][cH:9][n:10]2[CH2:11][CH2:12][NH:13][C:14]([O:15][C:16]([CH3:17])([CH3:18])[CH3:19])=[O:20].[Cl:21][c:22]1[cH:23][c:24]([NH2:25])[cH:26][cH:27][c:28]1[O:29][c:30]1[cH:31][c:32]([Cl:36])[cH:33][cH:34][cH:35]1.[Na+:41]>>[c:2]1([NH:25][c:24]2[cH:23][c:22]([Cl:21])[c:28]([O:29][c:30]3[cH:31][c:32]([Cl:36])[cH:33][cH:34][cH:35]3)[cH:27][cH:26]2)[c:3]2[c:4]([n:5][cH:6][n:7]1)[cH:8][cH:9][n:10]2[CH2:11][CH2:12][NH:13][C:14]([O:15][C:16]([CH3:17])([CH3:18])[CH3:19])=[O:20]. Starting materials: FC=1C=C(C=CC1OC)CCN(C(NC=1SC(=CN1)SC(C(=O)O)(C)C)=O)[C@@H]1CC[C@H](CC1)C (2-{2-[3-[2-(3-fluoro-4-methoxy-phenyl)-ethyl]-3-(trans-4-methyl-cyclohexyl)-ureido]-thiazol-5-ylsulfanyl}-2-methyl-propionic acid), OCCC1=CC(=CC(=C1)F)Cl (1-(2-hydroxy-ethyl)-3-chloro-5-fluoro-benzene), C(C)OC(C(C)(C)SC1=CN=C(S1)N)=O (2-(2-amino-thiazol-5-ylsulfanyl)-2-methyl-propionic acid ethyl ester). Product: ClC=1C=C(C=C(C1)F)CCN(C(NC=1SC(=CN1)SC(C(=O)O)(C)C)=O)[C@@H]1CC[C@H](CC1)C (2-{2-[3-[2-(3-Chloro-5-fluoro-phenyl)-ethyl]-3-(trans-4-methyl-cyclohexyl)-ureido]-thiazol-5-ylsulfanyl}-2-methyl-propionic acid). As a reaction SMILES: [F:1][C:2]1[CH:3]=[C:4]([CH2:10][CH2:11][N:12]([C@H:28]2[CH2:33][CH2:32][C@H:31]([CH3:34])[CH2:30][CH2:29]2)[C:13](=[O:27])[NH:14][C:15]2[S:16][C:17]([S:20][C:21]([CH3:26])([CH3:25])[C:22]([OH:24])=[O:23])=[CH:18][N:19]=2)[CH:5]=[CH:6][C:7]=1OC.OCCC1C=C(F)C=C([Cl:45])C=1.C(OC(=O)C(SC1SC(N)=NC=1)(C)C)C>>[Cl:45][C:6]1[CH:5]=[C:4]([CH2:10][CH2:11][N:12]([C@H:28]2[CH2:33][CH2:32][C@H:31]([CH3:34])[CH2:30][CH2:29]2)[C:13](=[O:27])[NH:14][C:15]2[S:16][C:17]([S:20][C:21]([CH3:26])([CH3:25])[C:22]([OH:24])=[O:23])=[CH:18][N:19]=2)[CH:3]=[C:2]([F:1])[CH:7]=1. Procedure details: The compound was prepared following an analogous procedure to the one described for the synthesis of 2-{2-[3-[2-(3-fluoro-4-methoxy-phenyl)-ethyl]-3-(trans-4-methyl-cyclohexyl)-ureido]-thiazol-5-ylsulfanyl}-2-methyl-propionic acid using 1-(2-hydroxy-ethyl)-3-chloro-5-fluoro-benzene and 2-(2-amino-thiazol-5-ylsulfanyl)-2-methyl-propionic acid ethyl ester. Reactants: BrC1=CC=C(\C=N\[S@](=O)C(C)(C)C)C=C1 ((R,E)-N-(4-bromobenzylidene)-2-methylpropane-2-sulfinamide), BrC1=CC=C(\C=N\[S@](=O)C(C)(C)C)C=C1 ((R)-(E)-N-(4-bromobenzylidene)-2-methylpropane-2-sulfinamide), C1(=CC=CC=C1)[Mg]Br (PhMgBr). Run in C1CCOC1 (THF). Run at temperature -45 celsius, time 4 hour. The product is BrC1=CC=C(C=C1)[C@H](N[S@@](=O)C(C)(C)C)C1=CC=CC=C1 ((S)—N—((R)-(4-bromophenyl)(phenyl)methyl)-2-methylpropane-2-sulfinamide). Yield: 63.0%. Reaction SMILES: [Br:1][C:2]1[CH:15]=[CH:14][C:5](/[CH:6]=[N:7]/[S@@:8]([C:10]([CH3:13])([CH3:12])[CH3:11])=[O:9])=[CH:4][CH:3]=1.[C:16]1([Mg]Br)[CH:21]=[CH:20][CH:19]=[CH:18][CH:17]=1>C1COCC1>[Br:1][C:2]1[CH:15]=[CH:14][C:5]([C@@H:6]([C:16]2[CH:21]=[CH:20][CH:19]=[CH:18][CH:17]=2)[NH:7][S@:8]([C:10]([CH3:11])([CH3:12])[CH3:13])=[O:9])=[CH:4][CH:3]=1. Procedure: (R,E)-N-(4-bromobenzylidene)-2-methylpropane-2-sulfinamide, 18-b, (10 g, 34.84 mmol) was dissolved in anhydrous THF (100 ml). The mixture was then cooled to −45° C. and PhMgBr (34.84 ml, 69.68 mmol) was added dropwise. After addition, the mixture was allowed to stir at −45° C. for additional 4 h and warm to room temperature for another 2 h. TLC monitored the reaction and the time was prolonged if necessary. The mixture was quenched with saturated NH4Cl followed by extraction with ethyl acetate. ... Reactants: C(C1=CC(OC)=C(OC)C=C1)C#N (veratryl cyanide), CNCC1=CC=CC=C1 (methylbenzylamine), [H][H] (hydrogen). The reagents and catalysts are catalyst. Product: CNCCC1=CC(OC)=C(OC)C=C1 (N-methylhomoveratrylamine). Isolated yield 70.0%. Reaction SMILES: [CH2:1]([C:12]#[N:13])[C:2]1[CH:11]=[CH:10][C:7]([O:8][CH3:9])=[C:4]([O:5][CH3:6])[CH:3]=1.[H][H].[CH3:16]NCC1C=CC=CC=1>>[CH3:16][NH:13][CH2:12][CH2:1][C:2]1[CH:11]=[CH:10][C:7]([O:8][CH3:9])=[C:4]([O:5][CH3:6])[CH:3]=1. Procedure details: 205 ml of a 28% strength solution of veratryl cyanide in methylbenzylamine (molar ratio 1:3.7) were pumped each hour upwards through a vertical hydrogenation reactor (diameter: 16 mm; height of packing: 600 mm; oil-heated jacket) which was packed with 511 g (800 ml) of catalyst (0.5% by weight of palladium on alumina) at 160° C. under 200 bar. Simultaneously, 100 l(STP)/h hydrogen were passed upwards through the reactor. After decompression to atmospheric pressure, excess methylbenzylamine was r... Starting materials: 3-(1,3-dihydro-6-methoxy-7-methyl-3-oxo-4-p-toluenesulfonyloxy-5-isobenzofurnylmethyl)-2-methylcyclopent-2-en-1-ol, mercuric acetate, C(=C)OCC (ethyl vinyl ether), Cl(=O)(=O)(=O)[O-].[Li+] (lithium perchlorate), COC1=C(C(=C2C(OCC2=C1C)=O)OS(=O)(=O)C1=CC=C(C=C1)C)CC1=C(C(CC1)OC=C)C (3-(1,3-dihydro-6-methoxy-7-methyl-3-oxo-4-p-toluenesulfonyloxy-5-isobenzofuranylmethyl)-2-methyl-1-vinyloxycyclopent-2-ene). Solvent: C([O-])(O)=O.[Na+] (sodium bicarbonate), CCOCC (ether). Conditions: time 30 hour. Yields the product COC1=C(C(=C2C(OCC2=C1C)=O)OS(=O)(=O)C1=CC=C(C=C1)C)CC1=C(C(CC1)CC=O)C (3-(1,3-dihydro-6-methoxy-7-methyl-3-oxo-4-p-toluenesulfonyloxy-5-isobenzofuranylmethyl)-2-methylcyclopent-2-en-1-ylacetaldehyde). RXN SMILES: [CH3:1][O:2][C:3]1[C:11]([CH3:12])=[C:10]2[C:6]([C:7](=[O:13])[O:8][CH2:9]2)=[C:5]([O:14][S:15]([C:18]2[CH:23]=[CH:22][C:21]([CH3:24])=[CH:20][CH:19]=2)(=[O:17])=[O:16])[C:4]=1[CH2:25][C:26]1[CH2:30][CH2:29][CH:28](OC=C)[C:27]=1[CH3:34].Cl([O-])(=O)(=O)=O.[Li+].[CH:41]([O:43]CC)=[CH2:42]>CCOCC.C(=O)(O)[O-].[Na+]>[CH3:1][O:2][C:3]1[C:11]([CH3:12])=[C:10]2[C:6]([C:7](=[O:13])[O:8][CH2:9]2)=[C:5]([O:14][S:15]([C:18]2[CH:19]=[CH:20][C:21]([CH3:24])=[CH:22][CH:23]=2)(=[O:17])=[O:16])[C:4]=1[CH2:25][C:26]1[CH2:30][CH2:29][CH:28]([CH2:42][CH:41]=[O:43])[C:27]=1[CH3:34] |f:1.2,5.6|. Reported procedure: To a solution of 3-(1,3-dihydro-6-methoxy-7-methyl-3-oxo-4-p-toluenesulfonyloxy-5-isobenzofurnylmethyl)-2-methylcyclopent-2-en-1-ol (0.157 g) in ethyl vinyl ether (10 mL) was added mercuric acetate (0.052 g). After stirring for 30 hours at ambient temperature, the reaction was diluted with ether and passed quickly through a fritted funnel half filled with celite and capped with silica. To this ethereal solution [containing 3-(1,3-dihydro-6-methoxy-7-methyl-3-oxo-4-p-toluenesulfonyloxy-5-isobenzo... Starting materials: O=C(O)C(=O)O, CC(=O)O[BH-](OC(C)=O)OC(C)=O, CCC(C=O)=CCc1c(CC)c(C)c2c(c1OCC[Si](C)(C)C)C(=O)OC2, CCOP(=O)(CCN)OCC, CC(=O)O, [Na+], CN(C)C=O. Yields the product CCOP(=O)(CCNCC(=CCc1c(CC)c(C)c2c(c1OCC[Si](C)(C)C)C(=O)OC2)CC)OCC. RXN SMILES: [C:28]([OH:29])(=[O:30])[C:31]([OH:32])=[O:33].[C:49]([O:50][BH-:51]([O:52][C:53](=[O:54])[CH3:55])[O:56][C:57](=[O:58])[CH3:59])(=[O:60])[CH3:61].[CH2:1]([CH3:2])[C:3]([CH:4]=[O:5])=[CH:6][CH2:7][c:8]1[c:9]([O:21][CH2:22][CH2:23][Si:24]([CH3:25])([CH3:26])[CH3:27])[c:10]2[c:14]([c:15]([CH3:19])[c:16]1[CH2:17][CH3:18])[CH2:13][O:12][C:11]2=[O:20].[CH2:34]([CH3:35])[O:36][P:37]([O:38][CH2:39][CH3:40])(=[O:41])[CH2:42][CH2:43][NH2:44].[CH3:45][C:46](=[O:47])[OH:48].[Na+:62].[O:63]=[CH:64][N:65]([CH3:66])[CH3:67]>>[CH2:1]([CH3:2])[C:3]([CH2:4][NH:44][CH2:43][CH2:42][P:37]([O:36][CH2:34][CH3:35])([O:38][CH2:39][CH3:40])=[O:41])=[CH:6][CH2:7][c:8]1[c:9]([O:21][CH2:22][CH2:23][Si:24]([CH3:25])([CH3:26])[CH3:27])[c:10]2[c:14]([c:15]([CH3:19])[c:16]1[CH2:17][CH3:18])[CH2:13][O:12][C:11]2=[O:20]. Reactants: COC1(CCOCC1)\C=C\CO (4-methoxy-4-(3-hydroxy-trans-prop-1-enyl) tetrahydropyran). The reagents and catalysts are [Pd] (palladium on calcium carbonate). Yields the product COC1(CCOCC1)CCCO (4-methoxy-4-(3-hydroxypropyl)tetrahydropyran). RXN SMILES: [CH3:1][O:2][C:3]1(/[CH:9]=[CH:10]/[CH2:11][OH:12])[CH2:8][CH2:7][O:6][CH2:5][CH2:4]1>[Pd]>[CH3:1][O:2][C:3]1([CH2:9][CH2:10][CH2:11][OH:12])[CH2:8][CH2:7][O:6][CH2:5][CH2:4]1. Procedure details: The desired compound is prepared by catalytic hydrogenolysis of 4-methoxy-4-(3-hydroxy-trans-prop-1-enyl) tetrahydropyran, prepared as in Example 1, steps 1-4, using palladium on calcium carbonate poisoned with lead according to the method of U.S. Pat. No. 5,268,379, Example 5.